This data is from the Open Reaction Database (ORD), a public repository of structured organic reaction records. The task is: describe an organic reaction: reactants, conditions, products, and yield The reactants are CC1CN(CC(N1)C)C1=CC=C(C(=O)OCC)C=C1 (ethyl 4-(3,5-dimethylpiperazin-1-yl)benzoate), C=O (paraformaldehyde), [BH4-].[Na+] (sodium borohydride). The reagents and catalysts are CC([O-])C.[Ti+4].CC([O-])C.CC([O-])C.CC([O-])C (Titanium(IV) isopropoxide). Solvent: C(C)#N (acetonitrile), C(C)O (ethanol). Conditions: temperature 60 celsius, time 30 minute. Product: CC1CN(CC(N1C)C)C1=CC=C(C(=O)OCC)C=C1 (ethyl 4-(3,4,5-trimethylpiperazin-1-yl)benzoate). Yield: 112.2%. Reaction SMILES: [CH3:1][CH:2]1[NH:7][CH:6]([CH3:8])[CH2:5][N:4]([C:9]2[CH:19]=[CH:18][C:12]([C:13]([O:15][CH2:16][CH3:17])=[O:14])=[CH:11][CH:10]=2)[CH2:3]1.[CH2:20]=O.[BH4-].[Na+]>C(O)C.C(#N)C.CC(C)[O-].[Ti+4].CC(C)[O-].CC(C)[O-].CC(C)[O-]>[CH3:8][CH:6]1[N:7]([CH3:20])[CH:2]([CH3:1])[CH2:3][N:4]([C:9]2[CH:19]=[CH:18][C:12]([C:13]([O:15][CH2:16][CH3:17])=[O:14])=[CH:11][CH:10]=2)[CH2:5]1 |f:2.3,6.7.8.9.10|. Procedure details: Titanium(IV) isopropoxide (0.598 mL, 2.00 mmol) was added to ethyl 4-(3,5-dimethylpiperazin-1-yl)benzoate (0.262 g, 1 mmol), and paraformaldehyde (0.120 g, 4.00 mmol) in ethanol (5 mL). The resulting solution was stirred at 60° C. under nitrogen for 30 mins. This was cooled to 20° C. and sodium borohydride (0.095 g, 2.5 mmol) was added in one portion. The solution was heated at 60° C. for 24 h. The reaction mixture was quenched with 0.880 ammonia (0.5 mL), filtered, washed with diethyl ether (2×... Reaction SMILES: [C:1]([C:3]1[CH:8]=[CH:7][C:6](B(O)O)=[CH:5][CH:4]=1)#[N:2].C(=O)([O-])[O-].[Cs+].[Cs+].[F-].[Cs+].Br[C:21]1[CH:22]=[C:23]2[C:28](=[CH:29][CH:30]=1)[N:27]=[C:26]([CH3:31])[CH:25]=[N:24]2>O.C1(C)C=CC=CC=1>[CH3:31][C:26]1[CH:25]=[N:24][C:23]2[C:28]([N:27]=1)=[CH:29][C:30]([C:6]1[CH:7]=[CH:8][C:3]([C:1]#[N:2])=[CH:4][CH:5]=1)=[CH:21][CH:22]=2 |f:1.2.3,4.5|. Reactants: BrC=1C=C2N=CC(=NC2=CC1)C (6-bromo-2-methylquinoxaline), C(#N)C1=CC=C(C=C1)B(O)O (4-Cyanophenylboronic acid), C([O-])([O-])=O.[Cs+].[Cs+] (cesium carbonate), [F-].[Cs+] (cesium fluoride). Reported procedure: 4-Cyanophenylboronic acid (588 mg, 4.0 mmol), cesium carbonate (2.2 g, 7.0 mmol), and cesium fluoride (608 mg, 4.0 mmol) were combined in H2O (15 mL) and treated with the products from Example 61B (446 mg, 2.0 mmol) in toluene (10 mL) and heated at 80° C. for 3 hours. The reaction mixture was allowed to cool to room temperature and filtered through a pad of celite. The filtrate was partitioned between IPAc (60 mL) and H2O (50 mL). The organic layer was separated, washed with 20% brine, dried wit... The product is CC=1C=NC2=CC=C(C=C2N1)C1=CC=C(C#N)C=C1 (4-(3-methyl-6-quinoxalinyl)benzonitrile). Solvent: C1(=CC=CC=C1)C (toluene), O (H2O). Reaction conditions: temperature 80 celsius. Starting materials: C1(=CC=C(C=C1)S(=O)(=O)O)C (toluene-p-sulphonic acid), N[C@H]1[C@@H]2N(C(=C(CS2)COC(NC(C(Cl)(Cl)Cl)=O)=O)C(=O)OC(C2=CC=CC=C2)C2=CC=CC=C2)C1=O (diphenylmethyl (6R,7R)-7-amino-3-trichloroacetylcarbamoyloxymethylceph-3-em-4-carboxylate), O.C1(=CC=C(C=C1)S(=O)(=O)O)C (Toluene-p-sulphonic acid monohydrate), C([O-])(O)=O.[Na+] (sodium bicarbonate). Run in CO (methanol), C(C)(=O)Cl (acetyl chloride), ClCCl (dichloromethane). Run at time 5 hour. Yields the product C1(=CC=C(C=C1)S(=O)(=O)O)C.N[C@H]1[C@@H]2N(C(=C(CS2)COC(N)=O)C(=O)OC(C2=CC=CC=C2)C2=CC=CC=C2)C1=O (Diphenylmethyl (6R,7R)-7-Amino-3-carbamoyloxymethylceph-3-em-4-carboxylate Toluene-p-sulphonic Acid Salt). The yield is 64.0%. Reaction SMILES: [C:1]1([CH3:11])[CH:6]=[CH:5][C:4]([S:7]([OH:10])(=[O:9])=[O:8])=[CH:3][CH:2]=1.[NH2:12][C@@H:13]1[C:47](=[O:48])[N:15]2[C:16]([C:31]([O:33][CH:34]([C:41]3[CH:46]=[CH:45][CH:44]=[CH:43][CH:42]=3)[C:35]3[CH:40]=[CH:39][CH:38]=[CH:37][CH:36]=3)=[O:32])=[C:17]([CH2:20][O:21][C:22](=[O:30])[NH:23]C(=O)C(Cl)(Cl)Cl)[CH2:18][S:19][C@H:14]12.C(=O)(O)[O-].[Na+].O.C1(C)C=CC(S(O)(=O)=O)=CC=1>CO.C(Cl)(=O)C.ClCCl>[C:1]1([CH3:11])[CH:2]=[CH:3][C:4]([S:7]([OH:10])(=[O:8])=[O:9])=[CH:5][CH:6]=1.[NH2:12][C@@H:13]1[C:47](=[O:48])[N:15]2[C:16]([C:31]([O:33][CH:34]([C:41]3[CH:42]=[CH:43][CH:44]=[CH:45][CH:46]=3)[C:35]3[CH:40]=[CH:39][CH:38]=[CH:37][CH:36]=3)=[O:32])=[C:17]([CH2:20][O:21][C:22](=[O:30])[NH2:23])[CH2:18][S:19][C@H:14]12 |f:2.3,4.5,9.10|. Procedure: The toluene-p-sulphonic acid salt of diphenylmethyl (6R,7R)-7-amino-3-trichloroacetylcarbamoyloxymethylceph-3-em-4-carboxylate (17.2g, 22.7 mmole) was dissolved in a mixture of anhydrous methanol (900 ml) and acetyl chloride (45 ml) and left to stand at 20° for 5 hours. Removal of the solvent under reduced pressure gave an oil, which was dissolved in dichloromethane. This solution was shaken with aqueous sodium bicarbonate solution and then washed with water. Toluene-p-sulphonic acid monohydrate... Starting materials: N1=C(NC2=C1C=CC=C2)SCC=2C=CC=C1C(CCN(C21)C)=O (8-(2-benzimidazolyl)thiomethyl-1-methyl-4-oxo-1,2,3,4-tetrahydroquinoline), C[Li] (methyl lithium). Run in O1CCCC1 (tetrahydrofuran). Conditions: temperature -10 celsius. The product is N1=C(NC2=C1C=CC=C2)SCC=2C=CC=C1C(CCN(C21)C)(C)O (8-(2-benzimidazolyl)thiomethyl-4-hydroxy-1,4-dimethyl-1,2,3,4-tetrahydroquinoline). As a reaction SMILES: [N:1]1[C:5]2[CH:6]=[CH:7][CH:8]=[CH:9][C:4]=2[NH:3][C:2]=1[S:10][CH2:11][C:12]1[CH:13]=[CH:14][CH:15]=[C:16]2[C:21]=1[N:20]([CH3:22])[CH2:19][CH2:18][C:17]2=[O:23].[CH3:24][Li]>O1CCCC1>[N:1]1[C:5]2[CH:6]=[CH:7][CH:8]=[CH:9][C:4]=2[NH:3][C:2]=1[S:10][CH2:11][C:12]1[CH:13]=[CH:14][CH:15]=[C:16]2[C:21]=1[N:20]([CH3:22])[CH2:19][CH2:18][C:17]2([OH:23])[CH3:24]. Reported procedure: To a solution of 8-(2-benzimidazolyl)thiomethyl-1-methyl-4-oxo-1,2,3,4-tetrahydroquinoline (300 mg) in tetrahydrofuran (10 ml) was added dropwise methyl lithium (1.5M solution in tetrahydrofuran) (1.33 ml) with stirring at -10° C. Then the mixture was stirred for 30 minutes at the same temperature. After distilling off the solvent, the residue was extracted with dichloromethane, washed with water, and dried, then the solvent was distilled off. The resulting residue was purified by silica gel col... The reactants are 3, Cl (HCl), C[O-].[Na+] (sodium methoxide), ClS(=O)(=O)O (Chlorosulfonic acid), CC(CCCCCCO)CCCCCC (7-methyltridecanol). Solvent: C(Cl)(Cl)Cl (chloroform). Reaction conditions: temperature 27.5 celsius, time 1 hour. Product: S(=O)(=O)(OCCCCCCC(CCCCCC)C)[O-].[Na+] (Sodium 7-methyltridecyl Sulfate). As a reaction SMILES: [CH3:1][CH:2]([CH2:10][CH2:11][CH2:12][CH2:13][CH2:14][CH3:15])[CH2:3][CH2:4][CH2:5][CH2:6][CH2:7][CH2:8][OH:9].Cl[S:17]([OH:20])(=[O:19])=[O:18].Cl.C[O-].[Na+:24]>C(Cl)(Cl)Cl>[S:17]([O-:20])([O:9][CH2:8][CH2:7][CH2:6][CH2:5][CH2:4][CH2:3][CH:2]([CH3:1])[CH2:10][CH2:11][CH2:12][CH2:13][CH2:14][CH3:15])(=[O:19])=[O:18].[Na+:24] |f:3.4,6.7|. Procedure: Into a dried 1 L 3 neck round bottom flask fitted with a nitrogen inlet, dropping funnel, thermometer, mechanical stirring and nitrogen outlet is added chloroform (300 ml) and 7-methyltridecanol (107 g, 0.5 mol), prepared as an intermediate in Example I. Chlorosulfonic acid (61.3 g, 0.52 mol) is slowly added to the stirred mixture while maintaining 25-30° C. temperature with an ice bath. Once HCl evolution has stopped (1 hr.) slowly add sodium methoxide (25% in methanol) while keeping temperatur... RXN SMILES: [OH-].[K+].Cl.[CH:4]1([CH2:7][NH2:8])[CH2:6][CH2:5]1.[N+:9]([C:12]1[CH:13]=[CH:14][C:15]2[N:21]3[C:22]([CH2:25]Cl)=[N:23][N:24]=[C:20]3[CH2:19][N:18]=[C:17]([C:27]3[CH:32]=[CH:31][CH:30]=[CH:29][C:28]=3[Cl:33])[C:16]=2[CH:34]=1)([O-:11])=[O:10].[I-].[K+]>O1CCCC1>[N+:9]([C:12]1[CH:13]=[CH:14][C:15]2[N:21]3[C:22]([CH2:25][NH:8][CH2:7][CH:4]4[CH2:6][CH2:5]4)=[N:23][N:24]=[C:20]3[CH2:19][N:18]=[C:17]([C:27]3[CH:32]=[CH:31][CH:30]=[CH:29][C:28]=3[Cl:33])[C:16]=2[CH:34]=1)([O-:11])=[O:10] |f:0.1,2.3,5.6|. Reactants: [OH-].[K+] (potassium hydroxide), Cl.C1(CC1)CN ((cyclopropylmethyl)amine hydrochloride), [N+](=O)([O-])C=1C=CC2=C(C(=NCC=3N2C(=NN3)CCl)C3=C(C=CC=C3)Cl)C1 (8-nitro-1-(chloromethyl)-6-(o-chlorophenyl)-4H-s-triazolo[4,3-a][1,4]-benzodiazepine), [I-].[K+] (potassium iodide). Solvent: O1CCCC1 (tetrahydrofuran). Procedure details: In the manner given in Example 3, a solution of potassium hydroxide and (cyclopropylmethyl)amine hydrochloride is treated with a solution of 8-nitro-1-(chloromethyl)-6-(o-chlorophenyl)-4H-s-triazolo[4,3-a][1,4]-benzodiazepine and potassium iodide in tetrahydrofuran to give 8-nitro-1-[[(cyclopropylmethyl)amino]methyl]-6-(o-chlorophenyl)-4H-s-triazolo[4,3-a][1,4]benzodiazepine. Yields the product [N+](=O)([O-])C=1C=CC2=C(C(=NCC=3N2C(=NN3)CNCC3CC3)C3=C(C=CC=C3)Cl)C1 (8-nitro-1-[[(cyclopropylmethyl)amino]methyl]-6-(o-chlorophenyl)-4H-s-triazolo[4,3-a][1,4]benzodiazepine). The reactants are C(C1=CC=CC=C1)(C1=CC=CC=C1)=NN (benzophenone hydrazone), II (iodine), ClC=1C=C(C(=O)OO)C=CC1 (3-Chloroperoxybenzoic acid). The solvent is C(Cl)Cl (CH2Cl2), C(Cl)Cl (CH2Cl2), CN(C(=N)N(C)C)C (1,1,3,3-tetramethylguanidine). Yields the product C1(=CC=CC=C1)C(=[N+]=[N-])C1=CC=CC=C1 (diphenyl diazomethane). RXN SMILES: [C:1](=[N:14][NH2:15])([C:8]1[CH:13]=[CH:12][CH:11]=[CH:10][CH:9]=1)[C:2]1[CH:7]=[CH:6][CH:5]=[CH:4][CH:3]=1.II.ClC1C=C(C=CC=1)C(OO)=O>C(Cl)Cl.CN(C)C(N(C)C)=N>[C:2]1([C:1]([C:8]2[CH:13]=[CH:12][CH:11]=[CH:10][CH:9]=2)=[N+:14]=[N-:15])[CH:3]=[CH:4][CH:5]=[CH:6][CH:7]=1. Procedure details: To a solution of benzophenone hydrazone (10 g) in CH2Cl2 (51 mL) is added a 1% w/v solution of iodine in CH2Cl2 (2.05 mL) and 1,1,3,3-tetramethylguanidine (6.43 g). 3-Chloroperoxybenzoic acid (9.7 g) is then added in small portions at room temperature. The solvent is removed in vacuo to provide diphenyl diazomethane. A solution of diphenyl diazomethane (8.78 g) in EtOAc (19 mL) is then added to a cooled (5° C.) solution of Compound 3 in THF (150 mL) and EtOAc (150 mL). The mixture is stirred unt... Starting materials: O (water), Cl (hydrochloric acid), C([O-])(O)=O.[Na+] (Sodium bicarbonate), C(=O)OCC(=CCOC(C)=O)C (4-acetoxy-2-methyl-2-buten-1-ol formate). The solvent is C(C)(=O)OCC (ethyl acetate), CO (methanol). Run at time 2 hour. The product is C(C)(=O)OCC=C(CO)C (4-acetoxy-2-methyl-2-buten-1-ol). Isolated yield 97.7%. Reaction SMILES: C(=O)(O)[O-].[Na+].C([O:8][CH2:9][C:10]([CH3:17])=[CH:11][CH2:12][O:13][C:14](=[O:16])[CH3:15])=O.O.Cl>CO.C(OCC)(=O)C>[C:14]([O:13][CH2:12][CH:11]=[C:10]([CH3:17])[CH2:9][OH:8])(=[O:16])[CH3:15] |f:0.1|. Reported procedure: Sodium bicarbonate (0.40 g, 4.75 mmol, 10 mol %) was added to a solution of 4-acetoxy-2-methyl-2-buten-1-ol formate (8.18 g, 47.5 mmol) in methanol (40 ml). The mixture was stirred at room temperature for 2 hours. After completion of the reaction, most of the methanol was evaporated under reduced pressure. The resulting reaction mixture was poured into a mixture of ice-cooled water (20 ml) and ethyl acetate (100 ml). The pH of the aqueous layer was adjusted to 5 to 6 with 1N hydrochloric acid, a... Run at temperature 50 celsius. Product: C(#N)C=1C=CC=2CCC(N3C=C(C(C1C23)=O)C(=O)O)C (10-cyano-6,7-dihydro-5-methyl-1-oxo-1H,5H-benzo[ij]quinolizine-2-carboxylic acid). Reaction SMILES: Cl.N[C:3]1[CH:4]=[CH:5][C:6]2[CH2:7][CH2:8][CH:9]([CH3:20])[N:10]3[C:15]=2[C:14]=1[C:13](=[O:16])[C:12]([C:17]([OH:19])=[O:18])=[CH:11]3.N([O-])=O.[Na+].C(=O)([O-])[O-].[Na+].[Na+].[C-:31]#[N:32].[Na+]>C(O)(=O)C.O>[C:31]([C:3]1[CH:4]=[CH:5][C:6]2[CH2:7][CH2:8][CH:9]([CH3:20])[N:10]3[C:15]=2[C:14]=1[C:13](=[O:16])[C:12]([C:17]([OH:19])=[O:18])=[CH:11]3)#[N:32] |f:2.3,4.5.6,7.8|. Starting materials: Cl (hydrochloric acid), NC=1C=CC=2CCC(N3C=C(C(C1C23)=O)C(=O)O)C (10amino-6,7-dihydro-5-methyl-1-oxo-benzo[ij]quinolizine-2-carboxylic acid), N(=O)[O-].[Na+] (sodium nitrite), cuprous chloride, C([O-])([O-])=O.[Na+].[Na+] (sodium carbonate), diazonium, [C-]#N.[Na+] (sodium cyanide). The solvent is O (water), C(C)(=O)O (acetic acid), O (water), O (water). Reported procedure: A mixture of 70 ml. of 6N hydrochloric acid and 10amino-6,7-dihydro-5-methyl-1-oxo-benzo[ij]quinolizine-2-carboxylic acid (10 g., 0.039 mole) is treated at 0° to 5° C. with sodium nitrite (2.7 g., 0.39 mole) in 10 ml. of water. The solution is stirred for about ten minutes, then neutralized by the addition of solid sodium carbonate. A solution of cuprous chloride (4.7 g., 0.048 mole) in 20 ml. of water and sodium cyanide (4.75 g., 0.097 mole) in 10 ml. of water is cooled to 0° C., then the diazo...